Dataset: the Open Reaction Database (ORD), a public repository of structured organic reaction records. Task: describe an organic reaction: reactants, conditions, products, and yield Reactants: C(C)(C)(C)OC(NC1=NC=C(N=C1NN)Br)=O ((5-Bromo-3-hydrazino-pyrazin-2-yl)-carbamic acid tert-butyl ester), CC(=O)CC(=O)C (2,4-pentadione). Solvent: C(C)O (ethanol). Yields the product C(C)(C)(C)OC(NC1=NC=C(N=C1N1N=C(C=C1C)C)Br)=O ([5-bromo-3-(3,5-dimethyl-pyrazol-1-yl)-pyrazin-2-yl]-carbamic acid tert-butyl ester), crude product. RXN SMILES: [C:1]([O:5][C:6](=[O:17])[NH:7][C:8]1[C:13]([NH:14][NH2:15])=[N:12][C:11]([Br:16])=[CH:10][N:9]=1)([CH3:4])([CH3:3])[CH3:2].[CH3:18][C:19]([CH2:21][C:22]([CH3:24])=O)=O>C(O)C>[C:1]([O:5][C:6](=[O:17])[NH:7][C:8]1[C:13]([N:14]2[C:22]([CH3:24])=[CH:21][C:19]([CH3:18])=[N:15]2)=[N:12][C:11]([Br:16])=[CH:10][N:9]=1)([CH3:4])([CH3:2])[CH3:3]. Reported procedure: (5-Bromo-3-hydrazino-pyrazin-2-yl)-carbamic acid tert-butyl ester (513 mg, 1.6 mmol) and 2,4-pentadione (0.18 mL, 1.7 mmol) in ethanol (25 mL) were heated to reflux for 45 min. The mixture was concentrated in vacuo followed by co-evaporation with ethyl acetate to give [5-bromo-3-(3,5-dimethyl-pyrazol-1-yl)-pyrazin-2-yl]-carbamic acid tert-butyl ester as the crude product. The reactants are O=C([O-])[O-], CN(C)C=O, ClCCc1c[nH]cn1, Cl, [I-], [K+], [K+], [Na+], CCOC(=O)c1ccc(O)cc1. Yields the product CCOC(=O)c1ccc(OCCc2c[nH]cn2)cc1. Reaction SMILES: [C:22](=[O:23])([O-:24])[O-:25].[CH3:30][N:31]([CH3:32])[CH:33]=[O:34].[Cl:14][CH2:15][CH2:16][c:17]1[n:18][cH:19][nH:20][cH:21]1.[ClH:13].[I-:29].[K+:26].[K+:27].[Na+:28].[OH:1][c:2]1[cH:3][cH:4][c:5]([C:6](=[O:7])[O:8][CH2:9][CH3:10])[cH:11][cH:12]1>>[O:1]([c:2]1[cH:3][cH:4][c:5]([C:6](=[O:7])[O:8][CH2:9][CH3:10])[cH:11][cH:12]1)[CH2:15][CH2:16][c:17]1[n:18][cH:19][nH:20][cH:21]1. Starting materials: COC(=O)c1nc(C2CCCN2C(=O)OC(C)(C)C)nc(O)c1OC(=O)c1ccccc1, ClCCl, O=C(O)C(F)(F)F. Yields the product COC(=O)c1nc(C2CCCN2)nc(O)c1OC(=O)c1ccccc1. RXN SMILES: [C:1]([c:2]1[cH:3][cH:4][cH:5][cH:6][cH:7]1)(=[O:8])[O:9][c:10]1[c:11]([C:29](=[O:30])[O:31][CH3:32])[n:12][c:13]([CH:17]2[N:18]([C:22]([O:23][C:24]([CH3:25])([CH3:26])[CH3:27])=[O:28])[CH2:19][CH2:20][CH2:21]2)[n:14][c:15]1[OH:16].[Cl:40][CH2:41][Cl:42].[F:33][C:34]([F:35])([F:36])[C:37]([OH:38])=[O:39]>>[C:1]([c:2]1[cH:3][cH:4][cH:5][cH:6][cH:7]1)(=[O:8])[O:9][c:10]1[c:11]([C:29](=[O:30])[O:31][CH3:32])[n:12][c:13]([CH:17]2[NH:18][CH2:19][CH2:20][CH2:21]2)[n:14][c:15]1[OH:16]. Reactants: CC1=C2C(=NC=3C=CC=CC13)CCNCC2 (1,2,4,5-tetrahydro-11-methyl-3H-azepino[4,5-b]quinoline), COCC(=O)Cl (2-methoxy-acetic acid chloride). The solvent is N1=CC=CC=C1 (pyridine). Product: COCC(=O)N1CCC2=NC=3C=CC=CC3C(=C2CC1)C (3-(2-Methoxy-acetyl)-1,2,4,5-tetrahydro-11-methyl-3H-azepino[4,5-b]quinoline). Isolated yield 79.0%. As a reaction SMILES: [CH3:1][C:2]1[C:11]2[CH:10]=[CH:9][CH:8]=[CH:7][C:6]=2[N:5]=[C:4]2[CH2:12][CH2:13][NH:14][CH2:15][CH2:16][C:3]=12.[CH3:17][O:18][CH2:19][C:20](Cl)=[O:21]>N1C=CC=CC=1>[CH3:17][O:18][CH2:19][C:20]([N:14]1[CH2:15][CH2:16][C:3]2[C:4](=[N:5][C:6]3[CH:7]=[CH:8][CH:9]=[CH:10][C:11]=3[C:2]=2[CH3:1])[CH2:12][CH2:13]1)=[O:21]. Procedure: 3-(2-Methoxy-acetyl)-1,2,4,5-tetrahydro-11-methyl-3H-azepino[4,5-b]quinoline was prepared by acylation of 1,2,4,5-tetrahydro-11-methyl-3H-azepino[4,5-b]quinoline with 2-methoxy-acetic acid chloride in pyridine. The reactants are C1(=CC=CC=C1)CC(=O)N[C@H]1[C@@H]2N(C(=C(CS2)SCCC=2C=NN(C2)C(C2=CC=CC=C2)(C2=CC=CC=C2)C2=CC=CC=C2)C(=O)OC(C2=CC=CC=C2)C2=CC=CC=C2)C1=O (benzhydryl 7β-(2-phenylacetamido)-3-[2-(1-tritylpyrazol-4-yl)ethylthio]-3-cephem-4-carboxylate), C(C)(C)OC(C)C (diisopropyl ether), FC(C(=O)O)(F)F (trifluoroacetic acid). Solvent: ClCCl (dichloromethane), C1(=CC=CC=C1)OC (anisole). Conditions: time 1 hour. Yields the product C1(=CC=CC=C1)CC(=O)N[C@H]1[C@@H]2N(C(=C(CS2)SCCC=2C=NNC2)C(=O)O)C1=O (7β-(2-phenylacetamido)-3-[2-(pyrazol-4-yl)ethylthio]-3-cephem-4-carboxylic acid). Yield: 56.7%. RXN SMILES: [C:1]1([CH2:7][C:8]([NH:10][C@@H:11]2[C:61](=[O:62])[N:13]3[C:14]([C:45]([O:47]C(C4C=CC=CC=4)C4C=CC=CC=4)=[O:46])=[C:15]([S:18][CH2:19][CH2:20][C:21]4[CH:22]=[N:23][N:24](C(C5C=CC=CC=5)(C5C=CC=CC=5)C5C=CC=CC=5)[CH:25]=4)[CH2:16][S:17][C@H:12]23)=[O:9])[CH:6]=[CH:5][CH:4]=[CH:3][CH:2]=1.FC(F)(F)C(O)=O.C(OC(C)C)(C)C>ClCCl.C1(OC)C=CC=CC=1>[C:1]1([CH2:7][C:8]([NH:10][C@@H:11]2[C:61](=[O:62])[N:13]3[C:14]([C:45]([OH:47])=[O:46])=[C:15]([S:18][CH2:19][CH2:20][C:21]4[CH:22]=[N:23][NH:24][CH:25]=4)[CH2:16][S:17][C@H:12]23)=[O:9])[CH:6]=[CH:5][CH:4]=[CH:3][CH:2]=1. Procedure: To a solution of benzhydryl 7β-(2-phenylacetamido)-3-[2-(1-tritylpyrazol-4-yl)ethylthio]-3-cephem-4-carboxylate (930 mg) in a mixture of dichloromethane (3 ml) and anisole (1 ml) was added trifluoroacetic acid (2 ml) under ice-cooling. The mixture was stirred at room temperature for 1 hour. The reaction mixture was poured into diisopropyl ether (100 ml). The precipitate was collected by filtration. The precipitate was added a 90% formic acid (4 ml) and stirred for 15 minutes at room temperature.... RXN SMILES: [CH3:17][CH2:18][O:19][C:20](=[O:21])[CH3:22].[F:1][c:2]1[cH:3][cH:4][c:5]([O:11][CH2:12][C:13]([F:14])([F:15])[F:16])[c:6]([N+:8]([O-:9])=[O:10])[cH:7]1>>[F:1][c:2]1[cH:3][cH:4][c:5]([O:11][CH2:12][C:13]([F:14])([F:15])[F:16])[c:6]([NH2:8])[cH:7]1. The product is Nc1cc(F)ccc1OCC(F)(F)F. Starting materials: CCOC(C)=O, O=[N+]([O-])c1cc(F)ccc1OCC(F)(F)F. Starting materials: C(C1=CC=CC=C1)OC(=O)N[C@H]1CN(CCC1)C1=C2C=3C=CC(=CC3NC2=C(C=C1)C#N)C(=O)O ((R)-5-(3-(benzyloxycarbonylamino)piperidin-1-yl)-8-cyano-9H-carbazole-2-carboxylic acid), C(CCl)Cl (EDC), C=1C=CC2=C(C1)N=NN2O (HOBT), CN1CCNCC1 (1-methylpiperazine). Run in C1CCOC1.C(Cl)Cl.CN(C)C=O (THF DCM DMF). The product is C(#N)C1=CC=C(C=2C3=CC=C(C=C3NC12)C(=O)N1CCN(CC1)C)N1C[C@@H](CCC1)NC(OCC1=CC=CC=C1)=O ((R)-benzyl 1-(1-cyano-7-(4-methylpiperazine-1-carbonyl)-9H-carbazol-4-yl)piperidin-3-ylcarbamate). The yield is 39.3%. As a reaction SMILES: [CH2:1]([O:8][C:9]([NH:11][C@@H:12]1[CH2:17][CH2:16][CH2:15][N:14]([C:18]2[CH:30]=[CH:29][C:28]([C:31]#[N:32])=[C:27]3[C:19]=2[C:20]2[CH:21]=[CH:22][C:23]([C:33](O)=[O:34])=[CH:24][C:25]=2[NH:26]3)[CH2:13]1)=[O:10])[C:2]1[CH:7]=[CH:6][CH:5]=[CH:4][CH:3]=1.C(Cl)CCl.C1C=CC2N(O)N=NC=2C=1.[CH3:50][N:51]1[CH2:56][CH2:55][NH:54][CH2:53][CH2:52]1>C1COCC1.C(Cl)Cl.CN(C=O)C>[C:31]([C:28]1[C:27]2[NH:26][C:25]3[C:20](=[CH:21][CH:22]=[C:23]([C:33]([N:54]4[CH2:55][CH2:56][N:51]([CH3:50])[CH2:52][CH2:53]4)=[O:34])[CH:24]=3)[C:19]=2[C:18]([N:14]2[CH2:15][CH2:16][CH2:17][C@@H:12]([NH:11][C:9](=[O:10])[O:8][CH2:1][C:2]3[CH:7]=[CH:6][CH:5]=[CH:4][CH:3]=3)[CH2:13]2)=[CH:30][CH:29]=1)#[N:32] |f:4.5.6|. Reported procedure: Step 4 A solution of (R)-5-(3-(benzyloxycarbonylamino)piperidin-1-yl)-8-cyano-9H-carbazole-2-carboxylic acid (130 mg, 0.277 mmol), EDC (74.5 mg, 0.388 mmol), HOBT (59.5 mg, 0.388 mmol), and 1-methylpiperazine (0.092 mL, 0.832 mmol) in THF-DCM-DMF (4:1:1, 6 mL) was stirred at rt over a weekend. The mixture was concentrated and partitioned between EtOAc and NaHCO3 (aq). The organic phase was washed with brine, dried and concentrated. The residue was purified by column chromatography (eluting with ... The reactants are ClC1=C(C=O)C=CC=C1Cl (2,3-Dichlorobenzaldehyde), FCC(CC(=O)OC)=O (methyl 4-fluoro-3-oxobutanoate), NC(=CC(=O)OC1CCCC1)C (cyclopentyl 3-amino-2-butenoate). The solvent is C(C)(=O)OCC (ethyl acetate). Conditions: time 2.5 hour. Product: ClC1=C(C=CC=C1Cl)C1C(=C(NC(=C1C(=O)OC1CCCC1)C)CF)C(=O)OC (5-Cyclopentyl 3-methyl 4-(2,3-dichlorophenyl)-2-(fluoromethyl)-1,4-dihydro-6-methyl-3,5-pyridinedicarboxylate). Isolated yield 28.6%. Reaction SMILES: [Cl:1][C:2]1[C:9]([Cl:10])=[CH:8][CH:7]=[CH:6][C:3]=1[CH:4]=O.[F:11][CH2:12][C:13](=O)[CH2:14][C:15]([O:17][CH3:18])=[O:16].[NH2:20][C:21]([CH3:31])=[CH:22][C:23]([O:25][CH:26]1[CH2:30][CH2:29][CH2:28][CH2:27]1)=[O:24]>C(OCC)(=O)C>[Cl:1][C:2]1[C:9]([Cl:10])=[CH:8][CH:7]=[CH:6][C:3]=1[CH:4]1[C:22]([C:23]([O:25][CH:26]2[CH2:30][CH2:29][CH2:28][CH2:27]2)=[O:24])=[C:21]([CH3:31])[NH:20][C:13]([CH2:12][F:11])=[C:14]1[C:15]([O:17][CH3:18])=[O:16]. Procedure details: 2,3-Dichlorobenzaldehyde (1.31 g, 7.5 mmoles), methyl 4-fluoro-3-oxobutanoate (1.0 g, 7.5 mmoles) and cyclopentyl 3-amino-2-butenoate (1.26 g, 7.5 mmoles) were heated at 90° with stirring under nitrogen for 2.5 hours. The reaction mixture was dissolved in ethyl acetate, dried (MgSO4) and the solvent was removed in vacuo. The residue was chromatographed on silica eluting with ethyl acetate/methylene chloride mixtures. The title compound (0.95 g) was obtained after crystallisation from petroleum e... Reported procedure: Following General Procedure A and using N-(3,5-difluorophenylacetyl)-L-alanine (from Example B2 above) and glycine methyl ester hydrochloride (Bachem), the title compound was prepared as a solid (mp=158-160° C.). The reaction was monitored by tlc (Rf=0.61 in 10%MeOH/DCM) and the product was purified by silica gel chromatography. The product is COC(CNC([C@@H](NC(CC1=CC(=CC(=C1)F)F)=O)C)=O)=O (N-[N-(3,5-Difluorophenylacetyl)-L-alaninyl]glycine Methyl Ester). Solvent: CO.C(Cl)Cl (MeOH DCM). The reactants are FC=1C=C(C=C(C1)F)CC(=O)N[C@@H](C)C(=O)O (N-(3,5-difluorophenylacetyl)-L-alanine), solid, Cl.COC(CN)=O (glycine methyl ester hydrochloride). Reaction SMILES: [F:1][C:2]1[CH:3]=[C:4]([CH2:9][C:10]([NH:12][C@H:13]([C:15]([OH:17])=O)[CH3:14])=[O:11])[CH:5]=[C:6]([F:8])[CH:7]=1.Cl.[CH3:19][O:20][C:21](=[O:24])[CH2:22][NH2:23]>CO.C(Cl)Cl>[CH3:19][O:20][C:21](=[O:24])[CH2:22][NH:23][C:15](=[O:17])[C@H:13]([CH3:14])[NH:12][C:10](=[O:11])[CH2:9][C:4]1[CH:5]=[C:6]([F:8])[CH:7]=[C:2]([F:1])[CH:3]=1 |f:1.2,3.4|.